From a dataset of the Open Reaction Database (ORD), a public repository of structured organic reaction records. describe an organic reaction: reactants, conditions, products, and yield Starting materials: C1(CCCCC1)C1CCCCN=C1OC (6-cyclohexyl-3,4,5,6-tetrahydro-7-methoxy-2H-azepine), [Cl-].[NH4+] (ammonium chloride), title material. Run in CO (MeOH). Yields the product Cl.C1(CCCCC1)C1C(NCCCC1)=N (3-cyclohexyl-hexahydro-1H-azepin-2-imine, monohydrochloride). RXN SMILES: [CH:1]1([CH:7]2[C:13](OC)=[N:12][CH2:11][CH2:10][CH2:9][CH2:8]2)[CH2:6][CH2:5][CH2:4][CH2:3][CH2:2]1.[Cl-:16].[NH4+:17]>CO>[ClH:16].[CH:1]1([CH:7]2[CH2:8][CH2:9][CH2:10][CH2:11][NH:12][C:13]2=[NH:17])[CH2:6][CH2:5][CH2:4][CH2:3][CH2:2]1 |f:1.2,4.5|. Procedure: The product of EXAMPLE 93 in MeOH is reacted with ammonium chloride by the method of EXAMPLE 27 to generate the title material. Starting materials: C(C)(=O)OCC (ethyl acetate), CC1=CC=C(C=C1)S(=O)(=O)OCCF (2-Fluoroethyl 4-methylbenzenesulfonate), FC1=CC=C(C=C1)C=1C(C(=CNC1)C(=O)OCC)=O (ethyl 5-(4-fluorophenyl)-4-oxo-1,4-dihydropyridine-3-carboxylate), C([O-])([O-])=O.[Cs+].[Cs+] (cesium carbonate). Solvent: CN(C)C=O (DMF). Run at temperature 80 celsius, time 2 hour. Yields the product FCCN1C=C(C(C(=C1)C1=CC=C(C=C1)F)=O)C(=O)OCC (Ethyl 1-(2-fluoroethyl)-5-(4-fluorophenyl)-4-oxo-1,4-dihydropyridine-3-carboxylate). The yield is 29.8%. RXN SMILES: CC1C=CC(S(O[CH2:12][CH2:13][F:14])(=O)=O)=CC=1.[F:15][C:16]1[CH:21]=[CH:20][C:19]([C:22]2[C:23](=[O:33])[C:24]([C:28]([O:30][CH2:31][CH3:32])=[O:29])=[CH:25][NH:26][CH:27]=2)=[CH:18][CH:17]=1.C(=O)([O-])[O-].[Cs+].[Cs+].C(OCC)(=O)C>CN(C=O)C>[F:14][CH2:13][CH2:12][N:26]1[CH:27]=[C:22]([C:19]2[CH:18]=[CH:17][C:16]([F:15])=[CH:21][CH:20]=2)[C:23](=[O:33])[C:24]([C:28]([O:30][CH2:31][CH3:32])=[O:29])=[CH:25]1 |f:2.3.4|. Procedure details: 2-Fluoroethyl 4-methylbenzenesulfonate (1.00 g) was added to a suspension of ethyl 5-(4-fluorophenyl)-4-oxo-1,4-dihydropyridine-3-carboxylate (1.00 g) and cesium carbonate (2.49 g) in DMF (9 ml) at room temperature. The reaction mixture was stirred at 80° C. for two hours. The reaction mixture was returned to room temperature and diluted by adding ethyl acetate. The organic layer was washed with water and brine and dried over sodium sulfate. After filtration, the filtrate was concentrated under ... Starting materials: CCC(CC)(c1ccc(CCC(O[Si](C)(C)C(C)(C)C)C(C)(C)C)c(C)c1)c1ccc(B2OC(C)(C)C(C)(C)O2)c(C)c1, COC(=O)Cc1cncc(Br)c1, [K+], [K+], [K+], O, O=P([O-])([O-])[O-], c1ccc(P(c2ccccc2)(c2ccccc2)[Pd](P(c2ccccc2)(c2ccccc2)c2ccccc2)(P(c2ccccc2)(c2ccccc2)c2ccccc2)P(c2ccccc2)(c2ccccc2)c2ccccc2)cc1. The product is CCC(CC)(c1ccc(CCC(O[Si](C)(C)C(C)(C)C)C(C)(C)C)c(C)c1)c1ccc(-c2cncc(CC(=O)OC)c2)c(C)c1. RXN SMILES: [C:1]([CH3:2])([CH3:3])([CH3:4])[Si:5]([CH3:6])([CH3:7])[O:8][CH:9]([C:10]([CH3:11])([CH3:12])[CH3:13])[CH2:14][CH2:15][c:16]1[c:17]([CH3:43])[cH:18][c:19]([C:22]([CH2:23][CH3:24])([c:25]2[cH:26][c:27]([CH3:40])[c:28]([B:31]3[O:32][C:33]([CH3:34])([CH3:35])[C:36]([CH3:37])([CH3:38])[O:39]3)[cH:29][cH:30]2)[CH2:41][CH3:42])[cH:20][cH:21]1.[CH3:44][O:45][C:46]([CH2:47][c:48]1[cH:49][n:50][cH:51][c:52]([Br:54])[cH:53]1)=[O:55].[K+:61].[K+:62].[K+:63].[OH2:141].[P:56]([O-:57])([O-:58])([O-:59])=[O:60].[cH:64]1[cH:65][cH:66][c:67]([P:68]([Pd:69]([P:70]([c:71]2[cH:72][cH:73][cH:74][cH:75][cH:76]2)([c:77]2[cH:78][cH:79][cH:80][cH:81][cH:82]2)[c:83]2[cH:84][cH:85][cH:86][cH:87][cH:88]2)([P:89]([c:90]2[cH:91][cH:92][cH:93][cH:94][cH:95]2)([c:96]2[cH:97][cH:98][cH:99][cH:100][cH:101]2)[c:102]2[cH:103][cH:104][cH:105][cH:106][cH:107]2)[P:108]([c:109]2[cH:110][cH:111][cH:112][cH:113][cH:114]2)([c:115]2[cH:116][cH:117][cH:118][cH:119][cH:120]2)[c:121]2[cH:122][cH:123][cH:124][cH:125][cH:126]2)([c:127]2[cH:128][cH:129][cH:130][cH:131][cH:132]2)[c:133]2[cH:134][cH:135][cH:136][cH:137][cH:138]2)[cH:139][cH:140]1>>[C:1]([CH3:2])([CH3:3])([CH3:4])[Si:5]([CH3:6])([CH3:7])[O:8][CH:9]([C:10]([CH3:11])([CH3:12])[CH3:13])[CH2:14][CH2:15][c:16]1[c:17]([CH3:43])[cH:18][c:19]([C:22]([CH2:23][CH3:24])([c:25]2[cH:26][c:27]([CH3:40])[c:28](-[c:52]3[cH:51][n:50][cH:49][c:48]([CH2:47][C:46]([O:45][CH3:44])=[O:55])[cH:53]3)[cH:29][cH:30]2)[CH2:41][CH3:42])[cH:20][cH:21]1.